From a dataset of the Open Reaction Database (ORD), a public repository of structured organic reaction records. describe an organic reaction: reactants, conditions, products, and yield Starting materials: O=C([O-])[O-], CN(C)C=O, Cc1cc(CNc2cc(O)ccc2Cl)n(C)n1, O=C(Nc1cn2nc(I)ccc2n1)C1CC1, [K+], [K+]. Product: Cc1cc(CNc2cc(Oc3ccc4nc(NC(=O)C5CC5)cn4n3)ccc2Cl)n(C)n1. As a reaction SMILES: [C:34](=[O:35])([O-:36])[O-:37].[CH3:40][N:41]([CH3:42])[CH:43]=[O:44].[Cl:17][c:18]1[c:19]([NH:25][CH2:26][c:27]2[cH:28][c:29]([CH3:33])[n:30][n:31]2[CH3:32])[cH:20][c:21]([OH:24])[cH:22][cH:23]1.[I:1][c:2]1[cH:3][cH:4][c:5]2[n:6]([n:7]1)[cH:8][c:9]([NH:11][C:12](=[O:13])[CH:14]1[CH2:15][CH2:16]1)[n:10]2.[K+:38].[K+:39]>>[c:2]1([O:24][c:21]2[cH:20][c:19]([NH:25][CH2:26][c:27]3[cH:28][c:29]([CH3:33])[n:30][n:31]3[CH3:32])[c:18]([Cl:17])[cH:23][cH:22]2)[cH:3][cH:4][c:5]2[n:6]([n:7]1)[cH:8][c:9]([NH:11][C:12](=[O:13])[CH:14]1[CH2:15][CH2:16]1)[n:10]2. Reactants: C1CCOC1, CCN=C=NCCCN(C)C, Cc1ccc(N)cc1I, O, O=C(O)c1cccc(C(F)(F)F)c1, On1nnc2ccccc21. The product is Cc1ccc(NC(=O)c2cccc(C(F)(F)F)c2)cc1I. Reaction SMILES: [CH2:44]1[O:45][CH2:46][CH2:47][CH2:48]1.[CH3:33][CH2:34][N:35]=[C:36]=[N:37][CH2:38][CH2:39][CH2:40][N:41]([CH3:42])[CH3:43].[I:1][c:2]1[cH:3][c:4]([NH2:5])[cH:6][cH:7][c:8]1[CH3:9].[OH2:49].[OH:10][C:11](=[O:12])[c:13]1[cH:14][cH:15][cH:16][c:17]([C:19]([F:20])([F:21])[F:22])[cH:18]1.[OH:23][n:24]1[c:25]2[c:26]([cH:27][cH:28][cH:29][cH:30]2)[n:31][n:32]1>>[I:1][c:2]1[cH:3][c:4]([NH:5][C:11](=[O:10])[c:13]2[cH:14][cH:15][cH:16][c:17]([C:19]([F:20])([F:21])[F:22])[cH:18]2)[cH:6][cH:7][c:8]1[CH3:9]. The reactants are ClC1=C(C=O)C=CC=C1Cl (2,3-dichlorobenzaldehyde), O=C(CC(=O)OC1CCC1)C (cyclobutyl 3-oxobutanoate), C(C)(=O)OCC (ethyl acetate). Reagents/catalysts: N1CCCCC1 (piperidine), C(CCCCC)(=O)O (hexanoic acid). Run in C1=CC=CC=C1 (benzene), petroleum ether. The product is ClC1=C(C=CC=C1Cl)C=C(C(=O)OC1CCC1)C(C)=O (Cyclobutyl 2-(2,3-dichlorophenylmethylene)-3-oxobutanoate). Reaction SMILES: [Cl:1][C:2]1[C:9]([Cl:10])=[CH:8][CH:7]=[CH:6][C:3]=1[CH:4]=O.[O:11]=[C:12]([CH3:21])[CH2:13][C:14]([O:16][CH:17]1[CH2:20][CH2:19][CH2:18]1)=[O:15].C(OCC)(=O)C>N1CCCCC1.C(O)(=O)CCCCC.C1C=CC=CC=1>[Cl:1][C:2]1[C:9]([Cl:10])=[CH:8][CH:7]=[CH:6][C:3]=1[CH:4]=[C:13]([C:12](=[O:11])[CH3:21])[C:14]([O:16][CH:17]1[CH2:18][CH2:19][CH2:20]1)=[O:15]. Reported procedure: A solution of 2,3-dichlorobenzaldehyde (1.57 g, 8.9 mmoles), cyclobutyl 3-oxobutanoate (1.4 g, 8.9 mmoles), piperidine (8 drops) and hexanoic acid (11 drops) in dry benzene (100 ml) was heated at reflux for 12 hours using a Dean and Stark apparatus. The solution was allowed to cool to room temperature and the solvent removed in vacuo to leave the crude sub-title compound as an oil 3.5 g. Chromatography on silica eluting with petroleum ether (60°-80° )/ethyl acetate mixtures afforded the sub-titl... Isolated yield 88.4%. Reported procedure: To a stirred mixture of 3-bromo-6-methoxy-2-(4-methyl-3-nitrophenyl)imidazo[1,2-b]pyridazine (0.100 g, 0.275 mmol), 4-fluorophenylboronic acid (0.412 mmol), Na2CO3 (0.825 mmol) in 2-propanol (6 mL) and water (2 mL) that has been degassed with N2 (5 minutes) is added PdCl2(PPh3)2(0.0275 g). The reaction mixture is heated at 80° C. for 6 hours, cooled, diluted with sat. aqueous NaHCO3 (50 mL) and extracted with EtOAc (3×25 mL). Organic layer is collected, dried over Na2SO4, filtered and concentrat... Conditions: temperature 80 celsius. Solvent: CC(C)O (2-propanol), O (water). The reactants are BrC1=C(N=C2N1N=C(C=C2)OC)C2=CC(=C(C=C2)C)[N+](=O)[O-] (3-bromo-6-methoxy-2-(4-methyl-3-nitrophenyl)imidazo[1,2-b]pyridazine), FC1=CC=C(C=C1)B(O)O (4-fluorophenylboronic acid), C(=O)([O-])[O-].[Na+].[Na+] (Na2CO3). The product is FC1=CC=C(C=C1)C1=C(N=C2N1N=C(C=C2)OC)C2=CC(=C(C=C2)C)[N+](=O)[O-] (3-(4-fluorophenyl)-6-methoxy-2-(4-methyl-3-nitrophenyl)imidazo[1,2-b]pyridazine). As a reaction SMILES: Br[C:2]1[N:6]2[N:7]=[C:8]([O:11][CH3:12])[CH:9]=[CH:10][C:5]2=[N:4][C:3]=1[C:13]1[CH:18]=[CH:17][C:16]([CH3:19])=[C:15]([N+:20]([O-:22])=[O:21])[CH:14]=1.[F:23][C:24]1[CH:29]=[CH:28][C:27](B(O)O)=[CH:26][CH:25]=1.C([O-])([O-])=O.[Na+].[Na+]>CC(O)C.O>[F:23][C:24]1[CH:29]=[CH:28][C:27]([C:2]2[N:6]3[N:7]=[C:8]([O:11][CH3:12])[CH:9]=[CH:10][C:5]3=[N:4][C:3]=2[C:13]2[CH:18]=[CH:17][C:16]([CH3:19])=[C:15]([N+:20]([O-:22])=[O:21])[CH:14]=2)=[CH:26][CH:25]=1 |f:2.3.4|. Reactants: CC(=O)O, COC(=O)c1ccc(O)cc1, ClI. Yields the product COC(=O)c1ccc(O)c(I)c1. As a reaction SMILES: [CH3:14][C:15](=[O:16])[OH:17].[CH3:1][O:2][C:3]([c:4]1[cH:5][cH:6][c:7]([OH:10])[cH:8][cH:9]1)=[O:11].[I:12][Cl:13]>>[CH3:1][O:2][C:3]([c:4]1[cH:5][c:6]([I:12])[c:7]([OH:10])[cH:8][cH:9]1)=[O:11].